Dataset: the Open Reaction Database (ORD), a public repository of structured organic reaction records. Task: describe an organic reaction: reactants, conditions, products, and yield Starting materials: NC1=C(C(=NC=2N1N=CC2C=2C=NC(=CC2)C2=CC=CC=C2)C2CCNCC2)C(C)=O (1-(7-amino-3-(6-phenylpyridin-3-yl)-5-(piperidin-4-yl)pyrazolo[1,5-a]pyrimidin-6-yl)ethanone), N1(CCOCC1)S(=O)(=O)Cl (morpholine-4-sulfonyl chloride), CCN(C(C)C)C(C)C (DIEA). Run in CN(C)C=O (DMF). Conditions: temperature 0 celsius, time 0.5 hour. The product is NC1=C(C(=NC=2N1N=CC2C=2C=NC(=CC2)C2=CC=CC=C2)C2CCN(CC2)S(=O)(=O)N2CCOCC2)C(C)=O (1-(7-amino-5-(1-(morpholinosulfonyl)piperidin-4-yl)-3-(6-phenylpyridin-3-yl)pyrazolo[1,5-a]pyrimidin-6-yl)ethanone). RXN SMILES: CCN(C(C)C)C(C)C.[NH2:10][C:11]1[N:16]2[N:17]=[CH:18][C:19]([C:20]3[CH:21]=[N:22][C:23]([C:26]4[CH:31]=[CH:30][CH:29]=[CH:28][CH:27]=4)=[CH:24][CH:25]=3)=[C:15]2[N:14]=[C:13]([CH:32]2[CH2:37][CH2:36][NH:35][CH2:34][CH2:33]2)[C:12]=1[C:38](=[O:40])[CH3:39].[N:41]1([S:47](Cl)(=[O:49])=[O:48])[CH2:46][CH2:45][O:44][CH2:43][CH2:42]1>CN(C=O)C>[NH2:10][C:11]1[N:16]2[N:17]=[CH:18][C:19]([C:20]3[CH:21]=[N:22][C:23]([C:26]4[CH:27]=[CH:28][CH:29]=[CH:30][CH:31]=4)=[CH:24][CH:25]=3)=[C:15]2[N:14]=[C:13]([CH:32]2[CH2:33][CH2:34][N:35]([S:47]([N:41]3[CH2:46][CH2:45][O:44][CH2:43][CH2:42]3)(=[O:49])=[O:48])[CH2:36][CH2:37]2)[C:12]=1[C:38](=[O:40])[CH3:39]. Procedure: DIEA (121 mg, 0.94 mmoL) was added to at 0° C. a mixture of 1-(7-amino-3-(6-phenylpyridin-3-yl)-5-(piperidin-4-yl)pyrazolo[1,5-a]pyrimidin-6-yl)ethanone (64.3 mg, 0.15 mmoL) and morpholine-4-sulfonyl chloride (28.9 mg, 0.15 mmol) in DMF (3 mL). After stirring at 0° C. for 0.5 h and then room temperature for 2 h, the mixture was purified by prep-LC to afford 1-(7-amino-5-(1-(morpholinosulfonyl)piperidin-4-yl)-3-(6-phenylpyridin-3-yl)pyrazolo[1,5-a]pyrimidin-6-yl)ethanone, LCMS tR=3.83 Min (5 min ... Reactants: CCOC(=O)c1cc(Br)c[nH]1, CC#N, O=C=NS(=O)(=O)Cl. Product: CCOC(=O)c1cc(Br)c(C#N)[nH]1. As a reaction SMILES: [Br:1][c:2]1[cH:3][c:4]([C:7](=[O:8])[O:9][CH2:10][CH3:11])[nH:5][cH:6]1.[CH3:19][C:20]#[N:21].[Cl:12][S:13](=[O:15])([N:16]=[C:17]=[O:14])=[O:18]>>[Br:1][c:2]1[cH:3][c:4]([C:7](=[O:8])[O:9][CH2:10][CH3:11])[nH:5][c:6]1[C:17]#[N:16]. Reactants: C(C)(=O)OC(C)=O (Acetic anhydride), CC1NC2=C(C(=C(C=C2C1)O)C)C (2,3-dihydro-2,6,7-trimethyl-1H-indole-5-ol). Solvent: C(=O)O (formic acid). Conditions: time 15 minute. Product: OC=1C=C2CC(N(C2=C(C1C)C)C=O)C (2,3-Dihydro-5-hydroxy-2,6,7-trimethyl-1H-indole-1-carbaldehyde). Isolated yield 48.7%. Reaction SMILES: [C:1](OC(=O)C)(=[O:3])C.[CH3:8][CH:9]1[CH2:17][C:16]2[C:11](=[C:12]([CH3:20])[C:13]([CH3:19])=[C:14]([OH:18])[CH:15]=2)[NH:10]1>C(O)=O>[OH:18][C:14]1[CH:15]=[C:16]2[C:11](=[C:12]([CH3:20])[C:13]=1[CH3:19])[N:10]([CH:1]=[O:3])[CH:9]([CH3:8])[CH2:17]2. Reported procedure: Acetic anhydride (0.76 mL, 8.1 mmol) was added to formic acid (4 mL), and the mixture was stirred at room temperature for 15 minutes. To this solution was added 2,3-dihydro-2,6,7-trimethyl-1H-indole-5-ol (0.71 g, 4.0 mmol), and the mixture was stirred at room temperature for 5 hours. Ice was added to the reaction mixture, and precipitated solid was filtered to obtain 0.40 g of the title compound.